From a dataset of the Open Reaction Database (ORD), a public repository of structured organic reaction records. describe an organic reaction: reactants, conditions, products, and yield Reactants: BrC1=CC(=C(C=C1)C1(CC1)C1=NN=C2N1CCSC(C2)(C)CO[Si](C)(C)C(C)(C)C)F (3-[1-(4-Bromo-2-fluorophenyl)cyclopropyl]-8-({[tert-butyl(dimethyl)silyl]oxy}methyl)-8-methyl-5,6,8,9-tetrahydro[1,2,4]triazolo[4,3-d][1,4]thiazepine), CN1N=CC(=C1)B1OC(C)(C)C(C)(C)O1 (1-methyl-1H-pyrazole-4-boronic acid pinacol ester), C([O-])([O-])=O.[K+].[K+] (potassium carbonate). Reagents/catalysts: C=1C=CC(=CC1)[P](C=2C=CC=CC2)(C=3C=CC=CC3)[Pd]([P](C=4C=CC=CC4)(C=5C=CC=CC5)C=6C=CC=CC6)([P](C=7C=CC=CC7)(C=8C=CC=CC8)C=9C=CC=CC9)[P](C=1C=CC=CC1)(C=1C=CC=CC1)C=1C=CC=CC1 (tetrakis(triphenylphosphine)palladium(0)). Run in COCCOC (1,2-dimethoxyethane), O (water), O (water). Product: [Si](C)(C)(C(C)(C)C)OCC1(CC=2N(CCS1)C(=NN2)C2(CC2)C2=C(C=C(C=C2)C=2C=NN(C2)C)F)C (8-({[Tert-butyl(dimethyl)silyl]oxy}methyl)-3-{1-[2-fluoro-4-(1-methyl-1H-pyrazol-4-yl)phenyl]cyclopropyl}-8-methyl-5,6,8,9-tetrahydro[1,2,4]triazolo[4,3-d][1,4]thiazepine). Yield: 118.2%. RXN SMILES: Br[C:2]1[CH:7]=[CH:6][C:5]([C:8]2([C:11]3[N:15]4[CH2:16][CH2:17][S:18][C:19]([CH2:22][O:23][Si:24]([C:27]([CH3:30])([CH3:29])[CH3:28])([CH3:26])[CH3:25])([CH3:21])[CH2:20][C:14]4=[N:13][N:12]=3)[CH2:10][CH2:9]2)=[C:4]([F:31])[CH:3]=1.[CH3:32][N:33]1[CH:37]=[C:36](B2OC(C)(C)C(C)(C)O2)[CH:35]=[N:34]1.C(=O)([O-])[O-].[K+].[K+]>COCCOC.O.C1C=CC([P]([Pd]([P](C2C=CC=CC=2)(C2C=CC=CC=2)C2C=CC=CC=2)([P](C2C=CC=CC=2)(C2C=CC=CC=2)C2C=CC=CC=2)[P](C2C=CC=CC=2)(C2C=CC=CC=2)C2C=CC=CC=2)(C2C=CC=CC=2)C2C=CC=CC=2)=CC=1>[Si:24]([O:23][CH2:22][C:19]1([CH3:21])[S:18][CH2:17][CH2:16][N:15]2[C:11]([C:8]3([C:5]4[CH:6]=[CH:7][C:2]([C:36]5[CH:35]=[N:34][N:33]([CH3:32])[CH:37]=5)=[CH:3][C:4]=4[F:31])[CH2:10][CH2:9]3)=[N:12][N:13]=[C:14]2[CH2:20]1)([C:27]([CH3:30])([CH3:29])[CH3:28])([CH3:26])[CH3:25] |f:2.3.4,^1:63,65,84,103|. Reported procedure: A solution of the compound (300 mg, 0.59 mmol) obtained in Example 14-5), 1-methyl-1H-pyrazole-4-boronic acid pinacol ester (130 mg, 0.65 mmol), tetrakis(triphenylphosphine)palladium(0) (66 mg, 0.06 mmol), and potassium carbonate (157 mg, 1.18 mmol) in 1,2-dimethoxyethane (3 mL) and water (1.5 mL) was stirred at 120° C. for 1 h under microwave irradiation. The reaction mixture was cooled to room temperature, water (3 mL) was added to the reaction mixture, the mixture was extracted with ethyl ace... The reactants are C(=C)OCCON (O-(2-vinyloxy-ethyl)-hydroxylamine), CCN=C=NCCCN(C)C (EDCI), C=1C=CC2=C(C1)N=NN2O (HOBt), CCN(C(C)C)C(C)C (DIPEA), C(C)OC(=O)C1=C(C=2C=NC=CC2S1)NC1=C(C=C(C=C1)I)F (3-(2-fluoro-4-iodo-phenylamino)-thieno[3,2-c]pyridine-2-carboxylic acid ethyl ester), [OH-].[Na+] (NaOH). Run in C1CCOC1 (THF), C(C)O (ethanol). Run at temperature 65 celsius, time 18 hour. The product is C(=C)OCCONC(=O)C1=C(C=2C=NC=CC2S1)NC1=C(C=C(C=C1)I)F (3-(2-Fluoro-4-iodo-phenylamino)-thieno[3,2-c]pyridine-2-carboxylic acid (2-vinyloxy-ethoxy)-amide). Yield: 65.1%. RXN SMILES: C(O[C:4]([C:6]1[S:14][C:13]2[CH:12]=[CH:11][N:10]=[CH:9][C:8]=2[C:7]=1[NH:15][C:16]1[CH:21]=[CH:20][C:19]([I:22])=[CH:18][C:17]=1[F:23])=[O:5])C.[OH-].[Na+].[CH:26]([O:28][CH2:29][CH2:30][O:31][NH2:32])=[CH2:27].CCN=C=NCCCN(C)C.C1C=CC2N(O)N=NC=2C=1.CCN(C(C)C)C(C)C>C1COCC1.C(O)C>[CH:26]([O:28][CH2:29][CH2:30][O:31][NH:32][C:4]([C:6]1[S:14][C:13]2[CH:12]=[CH:11][N:10]=[CH:9][C:8]=2[C:7]=1[NH:15][C:16]1[CH:21]=[CH:20][C:19]([I:22])=[CH:18][C:17]=1[F:23])=[O:5])=[CH2:27] |f:1.2|. Procedure details: A mixture of 3-(2-fluoro-4-iodo-phenylamino)-thieno[3,2-c]pyridine-2-carboxylic acid ethyl ester (124 mg, 0.28 mmol), 1N aqueous NaOH solution (0.30 ml, 0.30 mmol) and ethanol (4 ml) was heated at 65° C. for 45 minutes. The reaction mixture was concentrated in vacuo then the resultant residue was azeotroped with toluene (2×2 ml) to give a solid residue. The solid residue was dissolved in anhydrous THF (4 ml) before O-(2-vinyloxy-ethyl)-hydroxylamine (58 mg, 0.56 mmol), EDCI (67 mg, 0.35 mmol), H...